This data is from the Open Reaction Database (ORD), a public repository of structured organic reaction records. The task is: describe an organic reaction: reactants, conditions, products, and yield Starting materials: OC=1C2=C(N=CN1)C(=CC=N2)C(=O)N (4-hydroxypyrido[3,2-d]pyrimidine-8-carboxamide), Cl.N[C@H](CN(S(=O)(=O)C1=CC=C(C=C1)[N+](=O)[O-])C)C1=CC(=C(C=C1)F)C(F)(F)F (N—[(S)-2-Amino-2-(4-fluoro-3-trifluoromethyl-phenyl)-ethyl]-N-methyl-4-nitro-benzenesulfonamide hydrochloride). The product is FC1=C(C=C(C=C1)[C@@H](CNC)NC=1C2=C(N=CN1)C(=CC=N2)C(=O)N)C(F)(F)F (4-[(S)-1-(4-Fluoro-3-trifluoromethyl-phenyl)-2-methylamino-ethylamino]-pyrido[3,2-d]pyrimidine-8-carboxylic acid amide). As a reaction SMILES: O[C:2]1[C:3]2[N:11]=[CH:10][CH:9]=[C:8]([C:12]([NH2:14])=[O:13])[C:4]=2[N:5]=[CH:6][N:7]=1.Cl.[NH2:16][C@@H:17]([C:33]1[CH:38]=[CH:37][C:36]([F:39])=[C:35]([C:40]([F:43])([F:42])[F:41])[CH:34]=1)[CH2:18][N:19]([CH3:32])S(C1C=CC([N+]([O-])=O)=CC=1)(=O)=O>>[F:39][C:36]1[CH:37]=[CH:38][C:33]([C@H:17]([NH:16][C:2]2[C:3]3[N:11]=[CH:10][CH:9]=[C:8]([C:12]([NH2:14])=[O:13])[C:4]=3[N:5]=[CH:6][N:7]=2)[CH2:18][NH:19][CH3:32])=[CH:34][C:35]=1[C:40]([F:41])([F:42])[F:43] |f:1.2|. Procedure: Compound 49 was prepared following general synthesis scheme 7 wherein 4-hydroxypyrido[3,2-d]pyrimidine-8-carboxamide (G) was reacted with N—[(S)-2-Amino-2-(4-fluoro-3-trifluoromethyl-phenyl)-ethyl]-N-methyl-4-nitro-benzenesulfonamide hydrochloride to give the title compound as a white solid. LC/MS [409 (M+H)]; 1H NMR (400 MHz, Acetonitrile-d3) δ 10.30 (s, 1H), 8.94 (d, 1H), 8.47 (d, 3H), 7.72 (dd, 2H), 7.28 (t, 1H), 6.59 (s, 1H), 5.41 (d, 1H), 3.13 (dd, 1H), 3.03 (dd, 1H), 2.38 (s, 3H). Reactants: CCOC(=O)N1CCN(C2=Nc3ccccc3Sc3nccn32)CC1, [LiH], [Na+], C1CCOC1, [OH-]. Product: CN1CCN(C2=Nc3ccccc3Sc3nccn32)CC1. As a reaction SMILES: [C:1]([O:2][CH2:3][CH3:4])(=[O:5])[N:6]1[CH2:7][CH2:8][N:9]([C:12]2=[N:18][c:17]3[c:16]([cH:22][cH:21][cH:20][cH:19]3)[S:15][c:14]3[n:13]2[cH:25][cH:24][n:23]3)[CH2:10][CH2:11]1.[LiH:26].[Na+:28].[O:29]1[CH2:30][CH2:31][CH2:32][CH2:33]1.[OH-:27]>>[CH3:1][N:6]1[CH2:7][CH2:8][N:9]([C:12]2=[N:18][c:17]3[c:16]([cH:22][cH:21][cH:20][cH:19]3)[S:15][c:14]3[n:13]2[cH:25][cH:24][n:23]3)[CH2:10][CH2:11]1. The reactants are Cc1cnc(CNC2CCN(C(=O)OC(C)(C)C)CC2)c(C)c1, C=CCn1c(C=O)nc2ccccc21, ClCCl. Yields the product C=CCn1c(CN(Cc2ncc(C)cc2C)C2CCN(C(=O)OC(C)(C)C)CC2)nc2ccccc21. Reaction SMILES: [C:1]([CH3:2])([CH3:3])([CH3:4])[O:5][C:6](=[O:7])[N:8]1[CH2:9][CH2:10][CH:11]([NH:14][CH2:15][c:16]2[n:17][cH:18][c:19]([CH3:23])[cH:20][c:21]2[CH3:22])[CH2:12][CH2:13]1.[CH2:24]([CH:25]=[CH2:26])[n:27]1[c:28]([CH:36]=[O:37])[n:29][c:30]2[c:31]1[cH:32][cH:33][cH:34][cH:35]2.[Cl:38][CH2:39][Cl:40]>>[C:1]([CH3:2])([CH3:3])([CH3:4])[O:5][C:6](=[O:7])[N:8]1[CH2:9][CH2:10][CH:11]([N:14]([CH2:15][c:16]2[n:17][cH:18][c:19]([CH3:23])[cH:20][c:21]2[CH3:22])[CH2:36][c:28]2[n:27]([CH2:24][CH:25]=[CH2:26])[c:31]3[c:30]([n:29]2)[cH:35][cH:34][cH:33][cH:32]3)[CH2:12][CH2:13]1.